This data is from the Open Reaction Database (ORD), a public repository of structured organic reaction records. The task is: describe an organic reaction: reactants, conditions, products, and yield The reactants are [N+](=O)([O-])C1=CC(=C(C=C1)NCCNC(C(F)(F)F)=O)C (N-[2-(4-nitro-2-methylphenylamino)ethyl]-2,2,2-trifluoroacetamide), CO (methanol), CO (methanol), Cl (hydrogen chloride). Solvent: CCOCC (ether). Yields the product NC1=CC(=C(C=C1)NCCNC(C(F)(F)F)=O)C (N-[2-(4-amino-2-methylphenylamino)ethyl]-2,2,2-trifluoroacetamide). Isolated yield 108.2%. As a reaction SMILES: [N+:1]([C:4]1[CH:9]=[CH:8][C:7]([NH:10][CH2:11][CH2:12][NH:13][C:14](=[O:19])[C:15]([F:18])([F:17])[F:16])=[C:6]([CH3:20])[CH:5]=1)([O-])=O.CO.Cl>CCOCC>[NH2:1][C:4]1[CH:9]=[CH:8][C:7]([NH:10][CH2:11][CH2:12][NH:13][C:14](=[O:19])[C:15]([F:16])([F:17])[F:18])=[C:6]([CH3:20])[CH:5]=1. Reported procedure: 1.7 g of nitro derivative (1) prepared above and about 80 ml of methanol were introduced into a 200 ml autoclave (hydrogenator) equipped with a magnetic stirrer. The solution obtained was degassed with nitrogen. 0.2 g of palladium-on-charcoal (5% humidity, comprising 50% water) was added thereto. The reaction mixture was stirred, while flushing once with hydrogen, and hydrogen was then introduced therein at a pressure of about 5 bar. After reaction for 4 hours, the reactor was purged with nitrog... Reactants: FC1=CC=C(OC(C(=O)O)(C)C)C=C1 (2-(4-fluorophenoxy)-2-methylpropanoic acid), C(Cl)Cl (methylene chloride), C(C(=O)Cl)(=O)Cl (oxalyl chloride), CN(C=O)C (N,N-dimethylformamide), amide, C1CCOC1 (THF), Cl (HCl). Run in CO (MeOH). Conditions: temperature 65 celsius. Yields the product FC1=CC=C(OC(CN)(C)C)C=C1 (2-(4-Fluorophenoxy)-2-methylpropan-1-amine). As a reaction SMILES: [F:1][C:2]1[CH:14]=[CH:13][C:5]([O:6][C:7]([CH3:12])([CH3:11])[C:8](O)=O)=[CH:4][CH:3]=1.C(Cl)Cl.C(Cl)(=O)C(Cl)=O.C[N:25](C)C=O.C1COCC1.Cl>CO>[F:1][C:2]1[CH:14]=[CH:13][C:5]([O:6][C:7]([CH3:12])([CH3:11])[CH2:8][NH2:25])=[CH:4][CH:3]=1. Procedure details: Into a 1 L-single neck round-bottom flask was added 2-(4-fluorophenoxy)-2-methylpropanoic acid (5.10 g, 0.0257 mol), methylene chloride (66.0 mL, 1.03 mol), oxalyl chloride (3.27 mL, 0.0386 mol) and N,N-dimethylformamide (20 μL, 0.0003 mol). The reaction was stirred until bubbling had stopped. Volatiles were removed and crude product then dissolved in DCM and 15 mL of 7N ammonia in MeOH was added. Volatiles were removed and crude product then dissolved in DCM and 15 mL of 7N ammonia in MeOH was ... Starting materials: C(N)(=O)C1(CCC=[N+]1[O-])C (5-Carbamoyl-5-methyl-1-pyrroline N-oxide), C(CC(=O)N[C@@H](CSSC[C@@H](C(=O)NCC(=O)O)NC(=O)CC[C@@H](C(=O)O)N)C(=O)NCC(=O)O)[C@@H](C(=O)O)N (GSSG), C(C)(C)(C)OOC(C)(C)C ((CH3)3CO—OC(CH3)3). Solvent: P(=O)([O-])([O-])[O-] (phosphate). Reaction conditions: time 5 minute. The product is NC1=[N+](C(CC1)(C)C(N)=O)[O-] (2-Amino-5-carbamoyl-5-methyl-1-pyrroline N-oxide). Reaction SMILES: [C:1]([C:4]1([CH3:10])[N+:8]([O-:9])=[CH:7][CH2:6][CH2:5]1)(=[O:3])[NH2:2].C([C@H](N)C(O)=O)CC([NH:15][C@H](C(NCC(O)=O)=O)CSSC[C@H](NC(CC[C@H](N)C(O)=O)=O)C(NCC(O)=O)=O)=O.C(OOC(C)(C)C)(C)(C)C>P([O-])([O-])([O-])=O>[NH2:15][C:7]1[CH2:6][CH2:5][C:4]([C:1](=[O:3])[NH2:2])([CH3:10])[N+:8]=1[O-:9]. Procedure: Trapping of GS. and t-BuO. radicals. 50 μL 0.1 M phosphate buffer solution containing 30 mM AMPO and 100 mM GSSG or (CH3)3CO—OC(CH3)3. The mixture was then transferred to 50 μL capillary tube and the radicals were generated by UV photolysis. EPR spectrum of the adduct was recorded over a 5 min time period. The reactants are O1C(CCCC1)ONC(=O)[C@@H](C\C=C\C1=CC=C(C=C1)[N+](=O)[O-])[C@H](C(=O)NN(C1=CC=CC=C1)S(=O)(=O)C)CC(C)C ((E)-2(R)-[1(S)-[(tetrahydro-2(RS)-pyranyloxy)carbamoyl]-4-(4-nitrophenyl)-3-butenyl]-2′-(methanesulphonyl)-4-methyl-2′-phenylvalerohydrazide), C1(=CC=C(C=C1)S(=O)(=O)O)C (4-toluenesulphonic acid). Solvent: CO (methanol), ClCCl (dichloromethane). Conditions: time 5 hour. Product: ONC(=O)[C@@H](C\C=C\C1=CC=C(C=C1)[N+](=O)[O-])[C@H](C(=O)NN(C1=CC=CC=C1)S(=O)(=O)C)CC(C)C ((E)-2(R)-[1(S)-(hydroxycarbamoyl)-4-(4-nitrophenyl)-3-butenyl]-2′-(methanesulphonyl)-4-methyl-2′-phenylvalerohydrazide). The yield is 91.5%. RXN SMILES: O1CCCCC1[O:7][NH:8][C:9]([C@H:11]([C@@H:24]([CH2:39][CH:40]([CH3:42])[CH3:41])[C:25]([NH:27][N:28]([S:35]([CH3:38])(=[O:37])=[O:36])[C:29]1[CH:34]=[CH:33][CH:32]=[CH:31][CH:30]=1)=[O:26])[CH2:12]/[CH:13]=[CH:14]/[C:15]1[CH:20]=[CH:19][C:18]([N+:21]([O-:23])=[O:22])=[CH:17][CH:16]=1)=[O:10].C1(C)C=CC(S(O)(=O)=O)=CC=1>CO.ClCCl>[OH:7][NH:8][C:9]([C@H:11]([C@@H:24]([CH2:39][CH:40]([CH3:42])[CH3:41])[C:25]([NH:27][N:28]([S:35]([CH3:38])(=[O:37])=[O:36])[C:29]1[CH:34]=[CH:33][CH:32]=[CH:31][CH:30]=1)=[O:26])[CH2:12]/[CH:13]=[CH:14]/[C:15]1[CH:20]=[CH:19][C:18]([N+:21]([O-:23])=[O:22])=[CH:17][CH:16]=1)=[O:10]. Reported procedure: A solution of 0.080 g of (E)-2(R)-[1(S)-[(tetrahydro-2(RS)-pyranyloxy)carbamoyl]-4-(4-nitrophenyl)-3-butenyl]-2′-(methanesulphonyl)-4-methyl-2′-phenylvalerohydrazide in a mixture of 3 ml of methanol and 1.5 ml of dichloromethane was treated with 0.020 g of 4-toluenesulphonic acid. The mixture was stirred for 5 hours at room temperature and the solution was evaporated. The resulting gum was triturated with diethyl ether to give 0.063 g of (E)-2(R)-[1(S)-(hydroxycarbamoyl)-4-(4-nitrophenyl)-3-bute...